Dataset: the Open Reaction Database (ORD), a public repository of structured organic reaction records. Task: describe an organic reaction: reactants, conditions, products, and yield Reactants: COc1ccc(CN2C(=O)CC2COS(C)(=O)=O)c(OC)c1, CC(C)=O, [I-], [Na+]. Yields the product COc1ccc(CN2C(=O)CC2CI)c(OC)c1. Reaction SMILES: [CH3:1][O:2][c:3]1[c:4]([CH2:5][N:6]2[C:7](=[O:16])[CH2:8][CH:9]2[CH2:10][O:11][S:12]([CH3:13])(=[O:14])=[O:15])[cH:17][cH:18][c:19]([O:21][CH3:22])[cH:20]1.[CH3:25][C:26](=[O:27])[CH3:28].[I-:24].[Na+:23]>>[CH3:1][O:2][c:3]1[c:4]([CH2:5][N:6]2[C:7](=[O:16])[CH2:8][CH:9]2[CH2:10][I:24])[cH:17][cH:18][c:19]([O:21][CH3:22])[cH:20]1. Starting materials: Clc1ccc(Br)nc1, [Li]CCCC, CCCCCC, CC(C)NC(C)C, O=Cc1cc(F)ccc1F, C1CCOC1, O. Product: OC(c1cc(F)ccc1F)c1cc(Br)ncc1Cl. RXN SMILES: [Br:13][c:14]1[n:15][cH:16][c:17]([Cl:20])[cH:18][cH:19]1.[CH2:1]([Li:2])[CH2:3][CH2:4][CH3:5].[CH3:37][CH2:38][CH2:39][CH2:40][CH2:41][CH3:42].[CH:6]([NH:7][CH:8]([CH3:9])[CH3:10])([CH3:11])[CH3:12].[F:21][c:22]1[c:23]([CH:24]=[O:25])[cH:26][c:27]([F:30])[cH:28][cH:29]1.[O:32]1[CH2:33][CH2:34][CH2:35][CH2:36]1.[OH2:31]>>[Br:13][c:14]1[n:15][cH:16][c:17]([Cl:20])[c:18]([CH:24]([c:23]2[c:22]([F:21])[cH:29][cH:28][c:27]([F:30])[cH:26]2)[OH:25])[cH:19]1. Starting materials: O=C([O-])O, CC1(C)C=Cc2cc(F)ccc2O1, O=C(OO)c1cccc(Cl)c1, ClC(Cl)Cl, [Na+], [Na+], O=C(O)C(F)(F)F, O=S([O-])O. Yields the product CC1(C)Oc2ccc(F)cc2CC1=O. As a reaction SMILES: [C:32](=[O:33])([O-:34])[OH:35].[CH3:12][C:13]1([CH3:24])[O:14][c:15]2[cH:16][cH:17][c:18]([F:23])[cH:19][c:20]2[CH:21]=[CH:22]1.[Cl:1][c:2]1[cH:3][cH:4][cH:5][c:6]([C:7]([O:8][OH:10])=[O:9])[cH:11]1.[Cl:42][CH:43]([Cl:44])[Cl:45].[Na+:36].[Na+:41].[OH:25][C:26]([C:27]([F:28])([F:29])[F:30])=[O:31].[S:37]([OH:38])([O-:39])=[O:40]>>[O:9]=[C:22]1[C:13]([CH3:12])([CH3:24])[O:14][c:15]2[cH:16][cH:17][c:18]([F:23])[cH:19][c:20]2[CH2:21]1. Reaction SMILES: C(O[C:4](=[N:6][C:7](=O)[C:8]1[CH:13]=[CH:12][CH:11]=[CH:10][CH:9]=1)[CH3:5])C.[NH:15]([C:17]1[N:22]=[CH:21][C:20]([S:23]([NH2:26])(=[O:25])=[O:24])=[CH:19][CH:18]=1)[NH2:16].O>ClCCl.CO>[CH3:5][C:4]1[N:6]=[C:7]([C:8]2[CH:13]=[CH:12][CH:11]=[CH:10][CH:9]=2)[N:15]([C:17]2[N:22]=[CH:21][C:20]([S:23]([NH2:26])(=[O:24])=[O:25])=[CH:19][CH:18]=2)[N:16]=1. Isolated yield 51.0%. Product: CC1=NN(C(=N1)C1=CC=CC=C1)C1=CC=C(C=N1)S(=O)(=O)N (6-(3-methyl-5-phenyl-[1,2,4]triazole-1-yl)-pyridine-3-sulfonic acid amide). The solvent is ClCCl (dichloromethane), CO (methanol). Reaction conditions: time 8 hour. Reported procedure: N-(1-ethoxy-ethylidene)-benzamide 400 mg (2.09 mmol) was dissolved in a mixed solvent of dichloromethane 20 ml and methanol 10 ml, and 6-hydrazinopyridine-3-sulfonic acid amide 433 mg (2.23 mmol) was added to the solution and stirred for 8 hours. After completing the reaction, water 20 ml was added to the reacting solution and extracted two times with dichloromethane, and then, the collected organic layer was washed with saturated brine. The organic layer was dried with anhydrous magnesium sulfa... The reactants are C(C)OC(C)=NC(C1=CC=CC=C1)=O (N-(1-ethoxy-ethylidene)-benzamide), N(N)C1=CC=C(C=N1)S(=O)(=O)N (6-hydrazinopyridine-3-sulfonic acid amide), O (water). Starting materials: Cl, CC(=O)Nc1ccc(SC(F)(F)C(F)F)cc1, O. Yields the product Cl, Nc1ccc(SC(F)(F)C(F)F)cc1. RXN SMILES: [ClH:18].[F:1][C:2]([CH:3]([F:4])[F:5])([F:6])[S:7][c:8]1[cH:9][cH:10][c:11]([NH:12][C:13](=[O:14])[CH3:15])[cH:16][cH:17]1.[OH2:19]>>[ClH:18].[F:1][C:2]([CH:3]([F:4])[F:5])([F:6])[S:7][c:8]1[cH:9][cH:10][c:11]([NH2:12])[cH:16][cH:17]1. Reactants: ClC(C(=O)OCC)C(=O)C (Ethyl 2-chloroacetoacetate), C1(CCCC1)C(N)=S (1-cyclopentane carbothioamide). The product is C1(CCCC1)C=1SC(=C(N1)C(=O)O)C (2-cyclopentyl-5-methyl-1,3-thiazole-4-carboxylic acid). As a reaction SMILES: Cl[CH:2]([C:8]([CH3:10])=O)[C:3]([O:5]CC)=[O:4].[CH:11]1([C:16](=[S:18])[NH2:17])[CH2:15][CH2:14][CH2:13][CH2:12]1>>[CH:11]1([C:16]2[S:18][C:8]([CH3:10])=[C:2]([C:3]([OH:5])=[O:4])[N:17]=2)[CH2:15][CH2:14][CH2:13][CH2:12]1. Procedure details: Ethyl 2-chloroacetoacetate and 1-cyclopentane carbothioamide were treated as the starting materials by the same method as in Production Example 203, to give 2-cyclopentyl-5-methyl-1,3-thiazole-4-carboxylic acid.